Dataset: the Open Reaction Database (ORD), a public repository of structured organic reaction records. Task: describe an organic reaction: reactants, conditions, products, and yield Conditions: temperature 70 celsius. Run in C(C)O (ethanol). The reactants are ( 4 ), IC (Iodomethane), CC1=NN(C(=N1)C)C1=C(C=C(C=C1)NC(=S)N)F (1-(4-(3,5-dimethyl-1H-1,2,4-triazol-1-yl)-3-fluorophenyl)thiourea). Yield: 100.5%. Yields the product I.CC1=NN(C(=N1)C)C1=C(C=C(C=C1)NC(=N)SC)F (methyl 4-(3,5-dimethyl-1H-1,2,4-triazol-1-yl)-3-fluorophenylcarbamimidothioate, hydroiodide). Reaction SMILES: [I:1][CH3:2].[CH3:3][C:4]1[N:8]=[C:7]([CH3:9])[N:6]([C:10]2[CH:15]=[CH:14][C:13]([NH:16][C:17]([NH2:19])=[S:18])=[CH:12][C:11]=2[F:20])[N:5]=1>C(O)C>[IH:1].[CH3:3][C:4]1[N:8]=[C:7]([CH3:9])[N:6]([C:10]2[CH:15]=[CH:14][C:13]([NH:16][C:17]([S:18][CH3:2])=[NH:19])=[CH:12][C:11]=2[F:20])[N:5]=1 |f:3.4|. Reported procedure: Step T (4) [80456-011]: Iodomethane (0.281 mL, 4.51 mmol) was added to a solution of 1-(4-(3,5-dimethyl-1H-1,2,4-triazol-1-yl)-3-fluorophenyl)thiourea (1.14 g, 4.30 mmol) in absolute ethanol (50 mL). The resulting mixture was heated at 70° C. for 3 h. After cooling to rt, the reaction was concentrated in vacuo. The residual volatiles were removed under high vacuum to afford methyl 4-(3,5-dimethyl-1H-1,2,4-triazol-1-yl)-3-fluorophenylcarbamimidothioate, hydroiodide (1.76 g, 4.32 mmol, 101% yield)... Starting materials: FC(C1=C(C#N)C=CC=C1)(F)F (2-(trifluoromethyl)benzonitrile), CC1(NC(CCC1)(C)C)C (2,2,6,6-tetramethylpiperidine), [Li]CCCC (n-BuLi), CC(C)OB(OC(C)C)OC(C)C (tris(1-methylethyl)borate). Run in C1CCOC1 (THF), C1CCOC1 (THF). Reaction conditions: temperature -78 celsius, time 10 minute. The product is C(#N)C1=C(C=CC=C1C(F)(F)F)B(O)O ([2-cyano-3-(trifluoromethyl)phenyl]boronic acid). Isolated yield 249.7%. As a reaction SMILES: CC1(C)CCCC(C)(C)N1.[Li]CCCC.CC([O:19][B:20](OC(C)C)[O:21]C(C)C)C.[F:29][C:30]([F:40])([F:39])[C:31]1[CH:38]=[CH:37][CH:36]=[CH:35][C:32]=1[C:33]#[N:34]>C1COCC1>[C:33]([C:32]1[C:31]([C:30]([F:39])([F:40])[F:29])=[CH:38][CH:37]=[CH:36][C:35]=1[B:20]([OH:21])[OH:19])#[N:34]. Procedure details: To a solution of 2,2,6,6-tetramethylpiperidine (0.99 g, 7.02 mmol) in THF (25 ml) was added n-BuLi (2.80 ml, 2.5 M hexane solution, 7.02 mmol) at −10° C. After stirring for 10 min, this solution was cooled to −78° C., tris(1-methylethyl)borate (1.58 g, 8.4 mmol) was added, and the mixture was stirred for 5 min. To this solution was added a solution of 2-(trifluoromethyl)benzonitrile (1.00 g, 5.85 mmol) in THF (10 ml), and the mixture was stirred at −78° C. for 2 hr. The reaction solution was all... The reactants are CN1CCC2(CC1)CCNCC2 (3-methyl-3,9-diaza-spiro[5.5]undecane), BrC1=CC(=C(C=C1)Cl)Cl (1-bromo-3,4-dichlorobenzene). Yields the product ClC=1C=C(C=CC1Cl)N1CCC2(CC1)CCN(CC2)C (3-(3,4-Dichloro-phenyl)-9-methyl-3,9-diaza-spiro[5.5]undecane). As a reaction SMILES: [CH3:1][N:2]1[CH2:7][CH2:6][C:5]2([CH2:12][CH2:11][NH:10][CH2:9][CH2:8]2)[CH2:4][CH2:3]1.Br[C:14]1[CH:19]=[CH:18][C:17]([Cl:20])=[C:16]([Cl:21])[CH:15]=1>>[Cl:21][C:16]1[CH:15]=[C:14]([N:10]2[CH2:9][CH2:8][C:5]3([CH2:4][CH2:3][N:2]([CH3:1])[CH2:7][CH2:6]3)[CH2:12][CH2:11]2)[CH:19]=[CH:18][C:17]=1[Cl:20]. Procedure: Was prepared according to method A from 3-methyl-3,9-diaza-spiro[5.5]undecane and 1-bromo-3,4-dichlorobenzene as a yellow oil. LC-ESI−HRMS of [M+H]+ shows 313.1238 Da. Calc. 313.123829 Da, dev. −0.1 ppm. Starting materials: Ice water, C(C1=CC=CC=C1)OC1=C(C=O)C=CC=C1OC (2-benzyloxy-3-methoxy-benzaldehyde), CC(=O)C (acetone), [BH4-].[Na+] (sodium borohydride). Solvent: C(C)O (ethanol). Run at time 15 minute. The product is C(C1=CC=CC=C1)OC1=C(CO)C=CC=C1OC (2-Benzyloxy-3-methoxybenzylalcohol). Isolated yield 85.7%. RXN SMILES: [CH2:1]([O:8][C:9]1[C:16]([O:17][CH3:18])=[CH:15][CH:14]=[CH:13][C:10]=1[CH:11]=[O:12])[C:2]1[CH:7]=[CH:6][CH:5]=[CH:4][CH:3]=1.[BH4-].[Na+].CC(C)=O>C(O)C>[CH2:1]([O:8][C:9]1[C:16]([O:17][CH3:18])=[CH:15][CH:14]=[CH:13][C:10]=1[CH2:11][OH:12])[C:2]1[CH:3]=[CH:4][CH:5]=[CH:6][CH:7]=1 |f:1.2|. Reported procedure: A solution of 43.00 g (0.18 mole) of 2-benzyloxy-3-methoxy-benzaldehyde of Example 1 in 300 mL of absolute ethanol is treated, with stirring, with 7.56 g (0.20 mole) of sodium borohydride. The temperature rises to 50° C. After one-half hour 10 mL of acetone is added, keeping the temperature at less than 60° C. with cooling. After 15 minutes the volatiles are stripped off at reduced pressure. Ice water (500 mL) is added and the product is extracted into 600 mL of ethyl acetate. The dried (Na2SO4)... Yields the product [N+](=O)([O-])C=1C=C(C(=O)N)C=C(C1)C(F)(F)F (3-nitro-5-(trifluoromethyl)benzamide). Run in C1CCOC1 (THF). Reaction SMILES: [N+:1]([C:4]1[CH:5]=[C:6]([CH:10]=[C:11]([C:13]([F:16])([F:15])[F:14])[CH:12]=1)[C:7](Cl)=[O:8])([O-:3])=[O:2].[NH4+:17].[OH-]>C1COCC1>[N+:1]([C:4]1[CH:5]=[C:6]([CH:10]=[C:11]([C:13]([F:16])([F:15])[F:14])[CH:12]=1)[C:7]([NH2:17])=[O:8])([O-:3])=[O:2] |f:1.2|. Starting materials: [N+](=O)([O-])C=1C=C(C(=O)Cl)C=C(C1)C(F)(F)F (3-nitro-5-(trifluoromethyl)benzoyl chloride), [NH4+].[OH-] (NH4OH). Run at temperature 20 celsius, time 12 hour. The yield is 82.5%. Procedure details: To a mixture of 3-nitro-5-(trifluoromethyl)benzoyl chloride (1.8 g, 7.10 mmol) in THF (20 mL) was added NH4OH (2.96 mL, 21.30 mmol) at 20° C. The mixture was stirred at 20° C. for 12 h. LCMS showed the reaction was finished. The mixture was extracted with EA, washed with water, and concentrated to give 3-nitro-5-(trifluoromethyl)benzamide (1.5 g, 5.86 mmol, 83% yield): 1H NMR (400 MHz, DMSO-d6) δ 8.91 (s, 1H), 8.62 (br.s, 2H), 8.53 (s, 1H), 7.93 (s., 1H). ES-LCMS m/z 235 (M+H). The reactants are Cc1ccc(Br)c(Oc2cc(Cl)cc(C#N)c2)c1F, ClC(Cl)(Cl)Cl, CCOC(C)=O, CCCCCC, CC(C)(C#N)N=NC(C)(C)C#N, O=C1CCC(=O)N1Br. Yields the product N#Cc1cc(Cl)cc(Oc2c(Br)ccc(CBr)c2F)c1. As a reaction SMILES: [Br:1][c:2]1[cH:3][cH:4][c:5]([CH3:19])[c:6]([F:18])[c:7]1[O:8][c:9]1[cH:10][c:11]([C:12]#[N:13])[cH:14][c:15]([Cl:17])[cH:16]1.[C:46]([Cl:47])([Cl:48])([Cl:49])[Cl:50].[CH3:40][CH2:41][O:42][C:43]([CH3:44])=[O:45].[CH3:51][CH2:52][CH2:53][CH2:54][CH2:55][CH3:56].[N:28]#[C:29][C:30]([N:31]=[N:32][C:33]([C:34]#[N:35])([CH3:36])[CH3:37])([CH3:38])[CH3:39].[O:20]=[C:21]1[N:22]([Br:27])[C:23](=[O:24])[CH2:25][CH2:26]1>>[Br:1][c:2]1[cH:3][cH:4][c:5]([CH2:19][Br:27])[c:6]([F:18])[c:7]1[O:8][c:9]1[cH:10][c:11]([C:12]#[N:13])[cH:14][c:15]([Cl:17])[cH:16]1.